From a dataset of the Open Reaction Database (ORD), a public repository of structured organic reaction records. describe an organic reaction: reactants, conditions, products, and yield Reactants: CCN(C(C)C)C(C)C, Fc1ccccc1N1CCNCC1, O=CCCc1cc(-c2cccs2)n(-c2ccccc2)n1. The product is Fc1ccccc1N1CCN(CCCc2cc(-c3cccs3)n(-c3ccccc3)n2)CC1. RXN SMILES: [CH:34]([N:35]([CH2:36][CH3:37])[CH:38]([CH3:39])[CH3:40])([CH3:41])[CH3:42].[F:21][c:22]1[c:23]([N:28]2[CH2:29][CH2:30][NH:31][CH2:32][CH2:33]2)[cH:24][cH:25][cH:26][cH:27]1.[c:1]1(-[n:7]2[n:8][c:9]([CH2:17][CH2:18][CH:19]=[O:20])[cH:10][c:11]2-[c:12]2[s:13][cH:14][cH:15][cH:16]2)[cH:2][cH:3][cH:4][cH:5][cH:6]1>>[c:1]1(-[n:7]2[n:8][c:9]([CH2:17][CH2:18][CH2:19][N:31]3[CH2:30][CH2:29][N:28]([c:23]4[c:22]([F:21])[cH:27][cH:26][cH:25][cH:24]4)[CH2:33][CH2:32]3)[cH:10][c:11]2-[c:12]2[s:13][cH:14][cH:15][cH:16]2)[cH:2][cH:3][cH:4][cH:5][cH:6]1. The reactants are BrC=1C=CC(=C(C(=O)O)C1)Cl (5-bromo-2-chlorobenzoic acid), C1(=CC=CC=C1)OC (anisole). Yields the product BrC1=CC(=C(C=C1)Cl)CC1=CC=C(C=C1)OC (1-bromo-4-chloro-3-(4-methoxybenzyl)benzene). Reaction SMILES: [Br:1][C:2]1[CH:3]=[CH:4][C:5]([Cl:11])=[C:6]([CH:10]=1)[C:7](O)=O.[C:12]1([O:18][CH3:19])[CH:17]=[CH:16][CH:15]=[CH:14][CH:13]=1>>[Br:1][C:2]1[CH:3]=[CH:4][C:5]([Cl:11])=[C:6]([CH2:7][C:15]2[CH:16]=[CH:17][C:12]([O:18][CH3:19])=[CH:13][CH:14]=2)[CH:10]=1. Procedure: Synthesis was performed by a similar method as in Preparation Example 14 using 5-bromo-2-chlorobenzoic acid and anisole. Reactants: 5L, C(C1=CC=CC=C1)OC1=CC=2C=C3N(C2C=C1)CC(=C3[O-])C(=O)OCC.[K+] (potassium 7-(benzyloxy)-2-(ethoxycarbonyl)-3H-pyrrolo[1,2-a]indol-1-olate). Run in CC(=O)O.O (AcOH H2O). The product is C(C1=CC=CC=C1)OC1=CC=2C=C3N(C2C=C1)CCC3=O (7-(benzyloxy)-2,3-dihydro-1H-pyrrolo[1,2-a]indol-1-one). Isolated yield 81.0%. RXN SMILES: [CH2:1]([O:8][C:9]1[CH:17]=[CH:16][C:15]2[N:14]3[CH2:18][C:19](C(OCC)=O)=[C:20]([O-:21])[C:13]3=[CH:12][C:11]=2[CH:10]=1)[C:2]1[CH:7]=[CH:6][CH:5]=[CH:4][CH:3]=1.[K+]>CC(O)=O.O>[CH2:1]([O:8][C:9]1[CH:17]=[CH:16][C:15]2[N:14]3[CH2:18][CH2:19][C:20](=[O:21])[C:13]3=[CH:12][C:11]=2[CH:10]=1)[C:2]1[CH:3]=[CH:4][CH:5]=[CH:6][CH:7]=1 |f:0.1,2.3|. Procedure details: To a 3-neck, 5L RB flask equipped w/a mechanical stirrer, temperature probe, and a reflux condenser was added potassium 7-(benzyloxy)-2-(ethoxycarbonyl)-3H-pyrrolo[1,2-a]indol-1-olate (206 g, 530 mmol) followed by AcOH:H2O (2:1, v/v, 2.65 L). The mixture was heated to reflux for 40 h and cooled to room temperature. Upon cooling a light brown precipitate formed. The mixtures from all four batches were combined and filtered. The solid was washed with H2O and hexanes. The filtrates were further dil... Starting materials: O=C(CCl)N(c1ccccc1)C1CCCCC1, Fc1ccc(S)cc1, [Na+], C1CCOC1, [OH-]. Yields the product O=C(CSc1ccc(F)cc1)N(c1ccccc1)C1CCCCC1. Reaction SMILES: [Cl:11][CH2:12][C:13](=[O:14])[N:15]([c:16]1[cH:17][cH:18][cH:19][cH:20][cH:21]1)[CH:22]1[CH2:23][CH2:24][CH2:25][CH2:26][CH2:27]1.[F:1][c:2]1[cH:3][cH:4][c:5]([SH:8])[cH:6][cH:7]1.[Na+:10].[O:28]1[CH2:29][CH2:30][CH2:31][CH2:32]1.[OH-:9]>>[F:1][c:2]1[cH:3][cH:4][c:5]([S:8][CH2:12][C:13](=[O:14])[N:15]([c:16]2[cH:17][cH:18][cH:19][cH:20][cH:21]2)[CH:22]2[CH2:23][CH2:24][CH2:25][CH2:26][CH2:27]2)[cH:6][cH:7]1. Reactants: CCO[PH](=O)OCC, CCCN, O, c1ccccc1. The product is CCOP(=O)(CCCN)OCC. RXN SMILES: [CH2:1]([CH3:2])[O:3][PH:4]([O:5][CH2:6][CH3:7])=[O:8].[NH2:9][CH2:10][CH2:11][CH3:12].[OH2:19].[cH:13]1[cH:14][cH:15][cH:16][cH:17][cH:18]1>>[CH2:1]([CH3:2])[O:3][P:4]([O:5][CH2:6][CH3:7])(=[O:8])[CH2:12][CH2:11][CH2:10][NH2:9]. Reactants: O=C(O)c1ccc(OC(=O)c2ccc(O)c(C34CC5CC(CC(C5)C3)C4)c2)cc1, C=CCBr, C1CCOC1, Cl, [H-], [Na+], CN(C)C=O, O. The product is C=CCOc1ccc(C(=O)Oc2ccc(C(=O)O)cc2)cc1C12CC3CC(CC(C3)C1)C2. RXN SMILES: [C:1]12([c:11]3[cH:12][c:13]([C:14](=[O:15])[O:16][c:17]4[cH:18][cH:19][c:20]([C:21](=[O:22])[OH:23])[cH:24][cH:25]4)[cH:26][cH:27][c:28]3[OH:29])[CH2:2][CH:3]3[CH2:4][CH:5]([CH2:6][CH:7]([CH2:8]1)[CH2:9]3)[CH2:10]2.[CH2:32]([CH:33]=[CH2:34])[Br:35].[CH2:43]1[O:44][CH2:45][CH2:46][CH2:47]1.[ClH:36].[H-:30].[Na+:31].[O:38]=[CH:39][N:40]([CH3:41])[CH3:42].[OH2:37]>>[C:1]12([c:11]3[cH:12][c:13]([C:14](=[O:15])[O:16][c:17]4[cH:18][cH:19][c:20]([C:21](=[O:22])[OH:23])[cH:24][cH:25]4)[cH:26][cH:27][c:28]3[O:29][CH2:34][CH:33]=[CH2:32])[CH2:2][CH:3]3[CH2:4][CH:5]([CH2:6][CH:7]([CH2:8]1)[CH2:9]3)[CH2:10]2. Starting materials: CN1C(CC[C@@]2(C3=C(CC[C@@H]12)C=C(C=C3)S)C)=O ((+)-(4aR)-(10bR)-4-methyl-8-mercapto-10b-methyl-1,2,3,4,4a,-5,6,10b-octahydrobenzo[f]quinolin-3-one), C([O-])([O-])=O.[K+].[K+] (potassium carbonate), ClC1=NC=CC2=C1C=CS2 (4-chlorothieno[3,2-c]pyridine), CN(C=O)C (dimethyl formamide). Run in C(C)(=O)OCC (ethyl acetate). Product: CN1C(CC[C@@]2(C3=C(CC[C@@H]12)C=C(C=C3)SC3=NC=CC1=C3C=CS1)C)=O ((+)-(4aR)-(10bR)-4-methyl-8-(4-thieno[3,2-c]pyridylthio)-10b-methyl-1,2,3,4,4a, 5,6,10b-octahydrobenzo[f]quinolin-3-one). Yield: 24.7%. Reaction SMILES: [CH3:1][N:2]1[C@H:11]2[C@@:6]([CH3:17])([C:7]3[CH:15]=[CH:14][C:13]([SH:16])=[CH:12][C:8]=3[CH2:9][CH2:10]2)[CH2:5][CH2:4][C:3]1=[O:18].C(=O)([O-])[O-].[K+].[K+].Cl[C:26]1[C:31]2[CH:32]=[CH:33][S:34][C:30]=2[CH:29]=[CH:28][N:27]=1.CN(C)C=O>C(OCC)(=O)C>[CH3:1][N:2]1[C@H:11]2[C@@:6]([CH3:17])([C:7]3[CH:15]=[CH:14][C:13]([S:16][C:26]4[C:31]5[CH:32]=[CH:33][S:34][C:30]=5[CH:29]=[CH:28][N:27]=4)=[CH:12][C:8]=3[CH2:9][CH2:10]2)[CH2:5][CH2:4][C:3]1=[O:18] |f:1.2.3|. Reported procedure: A 15 mL round bottom flask was charged with (+)-(4aR)-(10bR)-4-methyl-8-mercapto-10b-methyl-1,2,3,4,4a,-5,6,10b-octahydrobenzo[f]quinolin-3-one (100 mg, 0.38 mmol), potassium carbonate (158 mg, 1.14 mmol), 4-chlorothieno[3,2-c]pyridine (78 mg, 0.46 mmol) and 1 mL of anhydrous dimethyl formamide, fitted with a reflux condenser, and the stirred mixture was heated at 60°, under nitrogen, for 18 h. The mixture was cooled, diluted with ethyl acetate (75 mL) and washed with brine (2×25 mL). The combin...